describe an organic reaction: reactants, conditions, products, and yield From a dataset of the Open Reaction Database (ORD), a public repository of structured organic reaction records. The reactants are C(C1=CC=CC=C1)N1[C@@]2([C@@H](CC[C@H]1[C@@H](C2)C#N)O)C2=CC=CC=C2 ((1R*,2R*,5S*,6R*)-8-benzyl-6-cyano-1-phenyl-8-azabicyclo[3.2.1]octan-2-ol), [N+](=[N-])=C(C(=O)OC)C1=CC(=CC(=C1)C(F)(F)F)C(F)(F)F (methyl 2diazo-2-(3,5-bis(trifluoromethyl)phenyl)-acetate). Reagents/catalysts: CC(=O)[O-].CC(=O)[O-].CC(=O)[O-].CC(=O)[O-].[Rh+2].[Rh+2] (rhodium(II) acetate dimer). Solvent: C1=CC=CC=C1 (benzene), C1=CC=CC=C1 (benzene). Product: C(C1=CC=CC=C1)N1[C@@]2([C@@H](CC[C@H]1[C@@H](C2)C#N)O[C@H](C2=CC(=CC(=C2)C(F)(F)F)C(F)(F)F)C(=O)OC)C2=CC=CC=C2 ((1R*,2R*,5S*,6R*)-8-Benzyl-2-{(1R*)-1-[3,5-bis(trifluoromethyl)phenyl]-(methoxycarbonyl)methoxy}-6-cyano-1-phenyl-8-azabicyclo[3.2.1]octane). RXN SMILES: [CH2:1]([N:8]1[C@@H:13]2[C@H:14]([C:16]#[N:17])[CH2:15][C@@:9]1([C:19]1[CH:24]=[CH:23][CH:22]=[CH:21][CH:20]=1)[C@H:10]([OH:18])[CH2:11][CH2:12]2)[C:2]1[CH:7]=[CH:6][CH:5]=[CH:4][CH:3]=1.[N+](=[C:27]([C:32]1[CH:37]=[C:36]([C:38]([F:41])([F:40])[F:39])[CH:35]=[C:34]([C:42]([F:45])([F:44])[F:43])[CH:33]=1)[C:28]([O:30][CH3:31])=[O:29])=[N-]>C1C=CC=CC=1.CC([O-])=O.CC([O-])=O.CC([O-])=O.CC([O-])=O.[Rh+2].[Rh+2]>[CH2:1]([N:8]1[C@@H:13]2[C@H:14]([C:16]#[N:17])[CH2:15][C@@:9]1([C:19]1[CH:24]=[CH:23][CH:22]=[CH:21][CH:20]=1)[C@H:10]([O:18][C@@H:27]([C:28]([O:30][CH3:31])=[O:29])[C:32]1[CH:33]=[C:34]([C:42]([F:43])([F:44])[F:45])[CH:35]=[C:36]([C:38]([F:39])([F:40])[F:41])[CH:37]=1)[CH2:11][CH2:12]2)[C:2]1[CH:3]=[CH:4][CH:5]=[CH:6][CH:7]=1 |f:3.4.5.6.7.8|. Procedure: A mixture of (1R*,2R*,5S*,6R*)-8-benzyl-6-cyano-1-phenyl-8-azabicyclo[3.2.1]octan-2-ol (Description 31; 7.186 g, 22.6 mmol) and rhodium(II) acetate dimer (0.216 g, 0.452 mmol) in benzene (30 ml) was heated to reflux, and treated slowly with a solution of methyl 2diazo-2-(3,5-bis(trifluoromethyl)phenyl)-acetate [prepared by the method of R. T. Lewis et al. J. Org. Chem., 2000, 65, 2615] (7.7563 g, 24.86 mmol) in benzene (30 ml). After the addition was complete the mixture was concentrated in vacu... Starting materials: CC(=O)[O-], CC(=O)[O-], CC(=O)[O-], CC(=O)[O-], CC(=O)O, COc1cc(O)ccc1O, [Pb+4], c1ccccc1. Yields the product CC(=O)[O-], CC(=O)[O-], [Pb+2]. As a reaction SMILES: [C:13]([O-:14])(=[O:15])[CH3:16].[C:17]([O-:18])(=[O:19])[CH3:20].[C:5]([CH3:6])(=[O:7])[O-:8].[C:9]([O-:10])(=[O:11])[CH3:12].[CH3:1][C:2]([OH:3])=[O:4].[CH3:22][O:23][c:24]1[cH:25][c:26]([OH:27])[cH:28][cH:29][c:30]1[OH:31].[Pb+4:21].[cH:32]1[cH:33][cH:34][cH:35][cH:36][cH:37]1>>[C:5]([CH3:6])(=[O:7])[O-:8].[CH3:1][C:2](=[O:3])[O-:4].[Pb+2:21].